describe an organic reaction: reactants, conditions, products, and yield From a dataset of the Open Reaction Database (ORD), a public repository of structured organic reaction records. The reactants are ClCC1C(N(C(C1)=O)C1=CC=C(C=C1)F)=O (3-Chloromethyl-1-(4-fluorophenyl)-pyrrolidine-2,5-dione), [I-].[Na+] (sodium iodide). The solvent is CC(=O)C (acetone), CC(=O)C (acetone). The product is ICC1C(N(C(C1)=O)C1=CC=C(C=C1)F)=O (3-Iodomethyl-1-(4-fluorophenyl)-pyrrolidine-2,5-dione). Isolated yield 92.0%. As a reaction SMILES: Cl[CH2:2][CH:3]1[CH2:7][C:6](=[O:8])[N:5]([C:9]2[CH:14]=[CH:13][C:12]([F:15])=[CH:11][CH:10]=2)[C:4]1=[O:16].[I-:17].[Na+]>CC(C)=O>[I:17][CH2:2][CH:3]1[CH2:7][C:6](=[O:8])[N:5]([C:9]2[CH:14]=[CH:13][C:12]([F:15])=[CH:11][CH:10]=2)[C:4]1=[O:16] |f:1.2|. Procedure: A solution of 15.2 g (0.06 moles) 3-chloromethyl-1-(4-fluorophenyl)-pyrrolidine-2,5-dione (according to Example 1) and 10.7 g (0.066 moles) sodium iodide in acetone were refluxed for 8 hours in acetone. The precipitated sodium chloride was then filtered off, and the filtrate was concentrated, extracted with chloroform and the extract once more concentrated. The desired product was obtained in a yield of 92%. Melting point: 156° C. The reactants are C(C)OC(=O)NNCCC1CC1 (N′-(2-Cyclopropylethyl)hydrazinecarboxylic acid ethyl ester), [OH-].[Na+] (NaOH), C(C(=O)O)(=O)O (Oxalic acid). Reaction conditions: temperature 120 celsius. Product: C(C(=O)O)(=O)O.C1(CC1)CCNN (2-Cyclopropylethyl-hydrazine oxalate salt). Yield: 70.9%. As a reaction SMILES: C(OC([NH:6][NH:7][CH2:8][CH2:9][CH:10]1[CH2:12][CH2:11]1)=O)C.[OH-].[Na+].[C:15]([OH:20])(=[O:19])[C:16]([OH:18])=[O:17]>>[C:15]([OH:20])(=[O:19])[C:16]([OH:18])=[O:17].[CH:10]1([CH2:9][CH2:8][NH:7][NH2:6])[CH2:12][CH2:11]1 |f:1.2,4.5|. Procedure: N′-(2-Cyclopropylethyl)hydrazinecarboxylic acid ethyl ester (5a) (2.2 g, 12.6 mmol) was suspended in 7 mL of a 40% aqueous NaOH solution. The biphasic mixture was heated for 12 h at 120° C., upon which it was cooled to room temperature and partitioned between brine and CH2Cl2. The organic layer was removed, dried over MgSO4, and filtered. Oxalic acid (1.1 g, 12.6 mmol) was added to the filtrate, which after 12 h was filtered and dried in vacuo to yield 1.7 g (50%) of the oxalate salt (6a) as a w... The reactants are teflon, COC1=C(C(=CC=C1)OC)B(O)O (2,6-dimethoxyphenyl-boronic acid), dichloro-bis-(diphenylphosphinoferrocene) palladium dichloromethane, O=O (O2), ClC1=CC(=NC(=N1)SC)C(=O)N (6-chloro-2-methylsulfanyl-pyrimidine-4-carboxylic acid amide), P(=O)([O-])([O-])[O-].[K+].[K+].[K+] (potassium phosphate), solution. Solvent: CN(C)C=O.COCCOC (DMF DME). Reaction conditions: temperature 75 celsius, time 16 hour. Yields the product COC1=C(C(=CC=C1)OC)C1=CC(=NC(=N1)SC)C(=O)N (6-(2,6-dimethoxy-phenyl)-2-methylsulfanyl-pyrimidine-4-carboxylic acid amide). Reaction SMILES: [CH3:1][O:2][C:3]1[CH:8]=[CH:7][CH:6]=[C:5]([O:9][CH3:10])[C:4]=1B(O)O.O=O.Cl[C:17]1[N:22]=[C:21]([S:23][CH3:24])[N:20]=[C:19]([C:25]([NH2:27])=[O:26])[CH:18]=1.P([O-])([O-])([O-])=O.[K+].[K+].[K+]>CN(C=O)C.COCCOC>[CH3:1][O:2][C:3]1[CH:8]=[CH:7][CH:6]=[C:5]([O:9][CH3:10])[C:4]=1[C:17]1[N:22]=[C:21]([S:23][CH3:24])[N:20]=[C:19]([C:25]([NH2:27])=[O:26])[CH:18]=1 |f:3.4.5.6,7.8|. Procedure details: A 7 mL teflon-faced screw-cap vial was charged with 2,6-dimethoxyphenyl-boronic acid (218 mg, 1.2 mmol, 2 eq.) and dichloro-bis-(diphenylphosphinoferrocene)-palladium-dichloromethane adduct (49 mg, 60 μmol, 10 mol %). In a glove box under a nitrogen atmosphere (O2 content<=0.5%), the vial was charged with a solution of the 6-chloro-2-methylsulfanyl-pyrimidine-4-carboxylic acid amide (122 mg, 0.6 mmol) in degassed DMF/DME (1/1, 4.5 mL), and a degassed aqueous 1 M solution of potassium phosphate (... Reactants: C1CN2CCN1CC2 (DABCO), CC=1C=C(C=NC1OC(C)C)C1=NC(=NO1)C=1C=CC=C2C(=CNC12)CCC(=O)OCC (Ethyl 3-[7-(5-{5-methyl-6-[(1-methylethyl)oxy]-3-pyridinyl}-1,2,4-oxadiazol-3-yl)-1H-indol-3-yl]propanoate). The solvent is C(OC)(OC)=O (dimethyl carbonate), CN(C)C=O (DMF). Conditions: temperature 70 celsius. Product: CN1C=C(C2=CC=CC(=C12)C1=NOC(=N1)C=1C=NC(=C(C1)C)OC(C)C)CCC(=O)O (3-[1-methyl-7-(5-{5-methyl-6-[(1-methylethyl)oxy]-3-pyridinyl}-1,2,4-oxadiazol-3-yl)-1H-indol-3-yl]propanoic acid). The yield is 25.3%. RXN SMILES: [CH2:1]1N2CCN(CC2)C1.[CH3:9][C:10]1[CH:11]=[C:12]([C:20]2[O:24][N:23]=[C:22]([C:25]3[CH:26]=[CH:27][CH:28]=[C:29]4[C:33]=3[NH:32][CH:31]=[C:30]4[CH2:34][CH2:35][C:36]([O:38]CC)=[O:37])[N:21]=2)[CH:13]=[N:14][C:15]=1[O:16][CH:17]([CH3:19])[CH3:18]>C(=O)(OC)OC.CN(C=O)C>[CH3:1][N:32]1[C:33]2[C:29](=[CH:28][CH:27]=[CH:26][C:25]=2[C:22]2[N:21]=[C:20]([C:12]3[CH:13]=[N:14][C:15]([O:16][CH:17]([CH3:19])[CH3:18])=[C:10]([CH3:9])[CH:11]=3)[O:24][N:23]=2)[C:30]([CH2:34][CH2:35][C:36]([OH:38])=[O:37])=[CH:31]1. Procedure: DABCO (20 mg) was added to a solution of ethyl 3-[7-(5-{5-methyl-6-[(1-methylethyl)oxy]-3-pyridinyl}-1,2,4-oxadiazol-3-yl)-1H-indol-3-yl]propanoate (D119) (188 mg) in dimethyl carbonate (2 mL) and DMF (0.2 mL). The resulting mixture was stirred at reflux for 1 day. After cooling, the reaction was quenched with water, and extracted with EtOAc for 3 times. The combined organic solution was washed with brine, dried over anhydrous sodium sulfate. The dried solution was concentrated. The residue was ... The reactants are N1=CN=C(C2=CC=CC=C12)N1CCNCC1 ((4-quinazolinyl)piperazine), CN(C)C=O (DMF), C(C1=CC=CC=C1)(=O)OC1=CC(=C(C(=O)O)C=C1OC)[N+](=O)[O-] (4-benzoyloxy-5-methoxy-2-nitro benzoic acid), S(=O)(Cl)Cl (thionyl chloride). Solvent: C1=CC=CC=C1 (benzene). Run at time 6 hour. The product is crude product, C(C1=CC=CC=C1)OC1=CC(=C(C=C1OC)C(=O)N1CCN(CC1)C1=NC=NC2=CC=CC=C12)[N+](=O)[O-] ([4-(Benzyloxy)-5-methoxy-2-nitrophenyl][4-(4-quinazolinyl)piperazino]-methanone). Yield: 84.0%. Reaction SMILES: CN(C=O)C.[C:6]([O:14][C:15]1[C:23]([O:24][CH3:25])=[CH:22][C:18]([C:19]([OH:21])=O)=[C:17]([N+:26]([O-:28])=[O:27])[CH:16]=1)(=O)[C:7]1[CH:12]=[CH:11][CH:10]=[CH:9][CH:8]=1.S(Cl)(Cl)=O.[N:33]1[C:42]2[C:37](=[CH:38][CH:39]=[CH:40][CH:41]=2)[C:36]([N:43]2[CH2:48][CH2:47][NH:46][CH2:45][CH2:44]2)=[N:35][CH:34]=1>C1C=CC=CC=1>[CH2:6]([O:14][C:15]1[C:23]([O:24][CH3:25])=[CH:22][C:18]([C:19]([N:46]2[CH2:47][CH2:48][N:43]([C:36]3[C:37]4[C:42](=[CH:41][CH:40]=[CH:39][CH:38]=4)[N:33]=[CH:34][N:35]=3)[CH2:44][CH2:45]2)=[O:21])=[C:17]([N+:26]([O-:28])=[O:27])[CH:16]=1)[C:7]1[CH:8]=[CH:9][CH:10]=[CH:11][CH:12]=1. Procedure: DMF was added to a stirred suspension of 4-benzoyloxy-5-methoxy-2-nitro benzoic acid (6) (0:500 mg, 1.65 mmol) and thionyl chloride (3 ml) in dry benzene (30 ml) and the stirring was continued for 6 h. The benzene was evaporated in vacuum and the resultant oil dissolved in dry THF (50 ml) and added dropwise over a period of 1 h to a stirred suspension of (4-quinazolinyl)piperazine (350 mg, 1.65 mmol) triethyl amine (5 ml). After the completion of addition, the reaction mixture was brought to amb... The reactants are CC(=O)[O-], CC(=O)[O-], CSC, ClCCl, [Rh+2], [N-]=[N+]=Cc1ccccc1, O=P(N=Cc1ccccc1)(c1ccccc1)c1ccccc1. Product: O=P(c1ccccc1)(c1ccccc1)N1C(c2ccccc2)C1c1ccccc1. Reaction SMILES: [C:38]([O-:39])(=[O:40])[CH3:41].[C:43]([O-:44])(=[O:45])[CH3:46].[CH3:1][S:2][CH3:3].[Cl:35][CH2:36][Cl:37].[Rh+2:42].[c:26]1([CH:32]=[N+:33]=[N-:34])[cH:27][cH:28][cH:29][cH:30][cH:31]1.[c:4]1([P:10]([N:11]=[CH:12][c:13]2[cH:14][cH:15][cH:16][cH:17][cH:18]2)(=[O:19])[c:20]2[cH:21][cH:22][cH:23][cH:24][cH:25]2)[cH:5][cH:6][cH:7][cH:8][cH:9]1>>[c:4]1([P:10]([N:11]2[CH:12]([c:13]3[cH:14][cH:15][cH:16][cH:17][cH:18]3)[CH:32]2[c:26]2[cH:27][cH:28][cH:29][cH:30][cH:31]2)(=[O:19])[c:20]2[cH:21][cH:22][cH:23][cH:24][cH:25]2)[cH:5][cH:6][cH:7][cH:8][cH:9]1. Reactants: C1CCOC1, COc1ccc(CO)cc1, COc1ccc(O)cn1, CCOC(=O)N=NC(=O)OCC, c1ccc(P(c2ccccc2)c2ccccc2)cc1. Product: COc1ccc(COc2ccc(OC)nc2)cc1. Reaction SMILES: [CH2:51]1[O:52][CH2:53][CH2:54][CH2:55]1.[CH3:10][O:11][c:12]1[cH:13][cH:14][c:15]([CH2:16][OH:17])[cH:18][cH:19]1.[CH3:1][O:2][c:3]1[n:4][cH:5][c:6]([OH:9])[cH:7][cH:8]1.[O:39]=[C:40]([O:41][CH2:42][CH3:43])[N:44]=[N:45][C:46]([O:47][CH2:48][CH3:49])=[O:50].[c:20]1([P:21]([c:22]2[cH:23][cH:24][cH:25][cH:26][cH:27]2)[c:28]2[cH:29][cH:30][cH:31][cH:32][cH:33]2)[cH:34][cH:35][cH:36][cH:37][cH:38]1>>[CH3:1][O:2][c:3]1[n:4][cH:5][c:6]([O:9][CH2:16][c:15]2[cH:14][cH:13][c:12]([O:11][CH3:10])[cH:19][cH:18]2)[cH:7][cH:8]1.